From a dataset of the Open Reaction Database (ORD), a public repository of structured organic reaction records. describe an organic reaction: reactants, conditions, products, and yield Starting materials: N1=CC=C(C=C1)C=O (4-pyridinecarboxaldehyde), [H-].[Na+] (sodium hydride), [Br-].COC=1C=C(C=CC1)C(CC[P+](C1=CC=CC=C1)(C1=CC=CC=C1)C1=CC=CC=C1)C (3-(3-methoxyphenyl)butyl triphenylphosphonium bromide). Run in O1CCCC1 (tetrahydrofuran), O1CCCC1 (tetrahydrofuran), CS(=O)C (dimethylsulfoxide). Conditions: time 1 hour. Yields the product COC=1C=C(C=CC1)C(CC=CC1=CC=NC=C1)C (4-(3-methoxyphenyl)-1-(4-pyridyl)-1-pentene). As a reaction SMILES: [Br-].[CH3:2][O:3][C:4]1[CH:5]=[C:6]([CH:10]([CH3:32])[CH2:11][CH2:12][P+](C2C=CC=CC=2)(C2C=CC=CC=2)C2C=CC=CC=2)[CH:7]=[CH:8][CH:9]=1.[N:33]1[CH:38]=[CH:37][C:36]([CH:39]=O)=[CH:35][CH:34]=1.[H-].[Na+]>CS(C)=O.O1CCCC1>[CH3:2][O:3][C:4]1[CH:5]=[C:6]([CH:10]([CH3:32])[CH2:11][CH:12]=[CH:39][C:36]2[CH:37]=[CH:38][N:33]=[CH:34][CH:35]=2)[CH:7]=[CH:8][CH:9]=1 |f:0.1,3.4|. Procedure details: A mixture of 3-(3-methoxyphenyl)butyl triphenylphosphonium bromide (17.5 g., 35.4 mmoles) in dimethylsulfoxide (50 ml.) is added to 4-pyridinecarboxaldehyde (3.79 g., 35.4 mmoles) in tetrahydrofuran (40 ml.). The resulting mixture is then added dropwise to a slurry of 50% sodium hydride (1.87 g., 39 mmoles) in tetrahydrofuran (20 ml.) under a nitrogen atmosphere at 0°-5° C. Following completion of addition, the mixture is stirred for one hour at 0°-5° C. and then concentrated under reduced press... Reactants: Cc1cccnc1COc1ccn(CCc2ccc(CBr)cc2)c(=O)c1, C1CCNC1, CN(C)C=O. The product is Cc1cccnc1COc1ccn(CCc2ccc(CN3CCCC3)cc2)c(=O)c1. Reaction SMILES: [Br:1][CH2:2][c:3]1[cH:4][cH:5][c:6]([CH2:9][CH2:10][n:11]2[c:12](=[O:26])[cH:13][c:14]([O:17][CH2:18][c:19]3[n:20][cH:21][cH:22][cH:23][c:24]3[CH3:25])[cH:15][cH:16]2)[cH:7][cH:8]1.[CH2:27]1[CH2:28][CH2:29][NH:30][CH2:31]1.[O:32]=[CH:33][N:34]([CH3:35])[CH3:36]>>[CH2:2]([c:3]1[cH:4][cH:5][c:6]([CH2:9][CH2:10][n:11]2[c:12](=[O:26])[cH:13][c:14]([O:17][CH2:18][c:19]3[n:20][cH:21][cH:22][cH:23][c:24]3[CH3:25])[cH:15][cH:16]2)[cH:7][cH:8]1)[N:30]1[CH2:29][CH2:28][CH2:27][CH2:31]1.